This data is from the Open Reaction Database (ORD), a public repository of structured organic reaction records. The task is: describe an organic reaction: reactants, conditions, products, and yield As a reaction SMILES: [C:1]([O:2][C:3]([CH3:4])([CH3:5])[CH3:6])(=[O:7])[N:8]1[CH2:9][CH:10]([CH3:18])[N:11]([CH2:14][C:15](=[O:16])[NH2:17])[CH2:12][CH2:13]1.[CH2:20]1[O:21][CH2:22][CH2:23][O:24][CH2:25]1.[ClH:19]>>[ClH:19].[NH:8]1[CH2:9][CH:10]([CH3:18])[N:11]([CH2:14][C:15](=[O:16])[NH2:17])[CH2:12][CH2:13]1. The product is Cl, CC1CNCCN1CC(N)=O. Reactants: CC1CN(C(=O)OC(C)(C)C)CCN1CC(N)=O, C1COCCO1, Cl. The reactants are O1CCN(CC1)C(C#N)C=1C=NC=CC1 (alpha-morpholino-3-pyridylacetonitrile), [OH-].[Na+] (NaOH), C(C)(C)Br (isopropyl bromide), C1(=CC=CC=C1)C (toluene). The reagents and catalysts are [I-].C(CCC)[N+](CCCC)(CCCC)CCCC (tetrabutylammonium iodide). Run in O (water). Conditions: time 2 hour. The product is C(C)(C)C(=O)C=1C=NC=CC1 (Pyrid-3-yl isopropyl ketone). RXN SMILES: O1CCN(C([C:10]2[CH:11]=[N:12][CH:13]=[CH:14][CH:15]=2)C#N)CC1.[OH-:16].[Na+].[CH:18](Br)([CH3:20])[CH3:19].[C:22]1(C)C=CC=CC=1>[I-].C([N+](CCCC)(CCCC)CCCC)CCC.O>[CH:18]([C:20]([C:10]1[CH:11]=[N:12][CH:13]=[CH:14][CH:15]=1)=[O:16])([CH3:22])[CH3:19] |f:1.2,5.6|. Procedure: 133 g (0.70 mol) of alpha-morpholino-3-pyridylacetonitrile, 25.7 g (0.07 mol) of tetrabutylammonium iodide, 278 g (3.5 mol) of 50% strength NaOH, 250 ml (2.65 mol) of isopropyl bromide and 300 ml of toluene, as a two-phase system, were heated at 50° C. for 4 hours with thorough mixing. Working up was carried out by adding water, separating the phases and washing the organic phase three times with water. After the solvent had been distilled off, the crude product in the form of an oil was added d... Starting materials: C(C)(=O)OC1=CC=C(C=C1)C(C)=O (4-acetylphenyl acetate), C[Mg]Cl (methylmagnesium chloride). Solvent: C1CCOC1 (THF), C1CCOC1 (THF). Yields the product OC(C)(C)C1=CC=C(C=C1)O (4-(2-hydroxypropan-2-yl)phenol). The yield is 47.0%. Reaction SMILES: C([O:4][C:5]1[CH:10]=[CH:9][C:8]([C:11](=[O:13])[CH3:12])=[CH:7][CH:6]=1)(=O)C.[CH3:14][Mg]Cl>C1COCC1>[OH:13][C:11]([C:8]1[CH:7]=[CH:6][C:5]([OH:4])=[CH:10][CH:9]=1)([CH3:12])[CH3:14]. Procedure details: To a solution of 4-acetylphenyl acetate (250 mg, 1.4 mmol) in anhydrous THF (5 mL) cooled to −10° C. under nitrogen was added 3M methylmagnesium chloride solution in THF (2.81 mL, 8.42 mmol) over 10 minutes, keeping the internal temperature below −5° C. The resulting pale yellow solution was allowed to warm to room temperature for 5 hours. The reaction mixture was cooled in an ice bath and quenched with saturated aqueous ammonium chloride solution (20 mL). The resulting clear solution was extrac... Reactants: C(C1=CC=CC=C1)N(C1=C(C(=CC=C1)NS(=O)(=O)C)C)CC1=CC=C(OC2=CC=C(OCCCC(=O)N[C@@H](CO)C(=O)OC(C)(C)C)C=C2)C=C1 (tert-butyl N-(4-(4-(4-((benzyl(2-methyl-3-((methylsulfonyl)amino)phenyl)amino)methyl)phenoxy)phenoxy)butanoyl)-L-serinate), FC(C(=O)O)(F)F (trifluoroacetic acid). Solvent: ClCCl (dichloromethane). Product: C(C1=CC=CC=C1)N(C1=C(C(=CC=C1)NS(=O)(=O)C)C)CC1=CC=C(OC2=CC=C(OCCCC(=O)N[C@@H](CO)C(=O)O)C=C2)C=C1 (N-[4-(4-{4-[(benzyl{2-methyl-3-[(methylsulfonyl)amino]phenyl}amino)methyl]phenoxy}phenoxy)butanoyl]-L-serine). Reaction SMILES: [CH2:1]([N:8]([CH2:21][C:22]1[CH:51]=[CH:50][C:25]([O:26][C:27]2[CH:49]=[CH:48][C:30]([O:31][CH2:32][CH2:33][CH2:34][C:35]([NH:37][C@H:38]([C:41]([O:43]C(C)(C)C)=[O:42])[CH2:39][OH:40])=[O:36])=[CH:29][CH:28]=2)=[CH:24][CH:23]=1)[C:9]1[CH:14]=[CH:13][CH:12]=[C:11]([NH:15][S:16]([CH3:19])(=[O:18])=[O:17])[C:10]=1[CH3:20])[C:2]1[CH:7]=[CH:6][CH:5]=[CH:4][CH:3]=1.FC(F)(F)C(O)=O>ClCCl>[CH2:1]([N:8]([CH2:21][C:22]1[CH:51]=[CH:50][C:25]([O:26][C:27]2[CH:28]=[CH:29][C:30]([O:31][CH2:32][CH2:33][CH2:34][C:35]([NH:37][C@H:38]([C:41]([OH:43])=[O:42])[CH2:39][OH:40])=[O:36])=[CH:48][CH:49]=2)=[CH:24][CH:23]=1)[C:9]1[CH:14]=[CH:13][CH:12]=[C:11]([NH:15][S:16]([CH3:19])(=[O:18])=[O:17])[C:10]=1[CH3:20])[C:2]1[CH:3]=[CH:4][CH:5]=[CH:6][CH:7]=1. Reported procedure: The product from Example 258A was treated with 10% trifluoroacetic acid in dichloromethane (2 ml) for 5 hours at room temperature and concentrated in vacuo. Residue purified by HPLC to provide the titled compound. 1H NMR (500 MHz, DMSO-d6) δ12.04-12.95 (br.s, 1 H), 8.94 (s, 1 H), 8.00 (d, 1 H), 7.24 (m, 7 H), 6.88-7.09 (m, 7 H), 6.82 (d, 2 H), 4.29 (m, 1 H), 4.05 (s, 2 H), 4.00 (s, 2 H), 3.95 (t, 2 H), 3.65 (m, 2 H), 2.91 (s, 3 H), 2.38 (s, 3 H), 2.32 (m, 2 H), 1.94 (m, 2 H); MS (ESI+) m/z 662 (... Starting materials: N1N=C(C=2C1=NC=CC2)C2=CC(=CN2)C(=O)O (5-(1H-pyrazolo[3,4-b]pyridin-3-yl)-1H-pyrrole-3-carboxylic acid), C=1C=CC2=C(C1)N=NN2O (HOBt), CCN=C=NCCCN(C)C.Cl (EDAC•HCl), ClC1=CC=C(CN)C=C1 (4-chlorobenzylamine), TEA. The solvent is CN(C)C=O (DMF). The product is ClC1=CC=C(CNC(=O)C2=CNC(=C2)C2=NNC3=NC=CC=C32)C=C1 (5-(1H-pyrazolo[3,4-b]pyridin-3-yl)-1H-pyrrole-3-carboxylic acid, 4-chlorobenzylamide). Reaction SMILES: [NH:1]1[C:5]2=[N:6][CH:7]=[CH:8][CH:9]=[C:4]2[C:3]([C:10]2[NH:14][CH:13]=[C:12]([C:15]([OH:17])=O)[CH:11]=2)=[N:2]1.C1C=CC2N(O)N=NC=2C=1.CCN=C=NCCCN(C)C.Cl.[Cl:40][C:41]1[CH:48]=[CH:47][C:44]([CH2:45][NH2:46])=[CH:43][CH:42]=1>CN(C=O)C>[Cl:40][C:41]1[CH:48]=[CH:47][C:44]([CH2:45][NH:46][C:15]([C:12]2[CH:11]=[C:10]([C:3]3[C:4]4[C:5](=[N:6][CH:7]=[CH:8][CH:9]=4)[NH:1][N:2]=3)[NH:14][CH:13]=2)=[O:17])=[CH:43][CH:42]=1 |f:2.3|. Procedure: A mixture of 5-(1H-pyrazolo[3,4-b]pyridin-3-yl)-1H-pyrrole-3-carboxylic acid (50 mg, 0.22 mmol), HOBt (74 mg, 2.5 eq.). EDAC•HCl (105 mg, 2.5 eq.), 4-chlorobenzylamine (4 eq.) and TEA (0.5 mL) in DMF (1 mL) was heated at 40° C. overnight. The reaction was concentrated and the residue was purified on a silica gel column to give the titled compound as a white solid.